This data is from the Open Reaction Database (ORD), a public repository of structured organic reaction records. The task is: describe an organic reaction: reactants, conditions, products, and yield Starting materials: O[C@@H]1C[C@H](NC1)C(=O)O (trans-4-hydroxy-L-proline), C=O (formaldehyde), [H][H] (hydrogen). The reagents and catalysts are [Pd] (palladium on carbon). The solvent is O (water), CO (methanol). Run at time 8 hour. Product: CN1[C@H](C(=O)O)C[C@H](C1)O (N-methyl-trans-4-hydroxy-L-proline). Reaction SMILES: [OH:1][C@H:2]1[CH2:6][NH:5][C@H:4]([C:7]([OH:9])=[O:8])[CH2:3]1.[CH2:10]=O.[H][H]>[Pd].O.CO>[CH3:10][N:5]1[CH2:6][C@H:2]([OH:1])[CH2:3][C@H:4]1[C:7]([OH:9])=[O:8]. Reported procedure: A suspension of 10% palladium on carbon in water (25 ml) was added to a suspension of trans-4-hydroxy-L-proline (6.576 g., 50.10 mmol) in methanol (100 ml) and 37% aqueous formaldehyde (16 ml, 213.5 mmol) in a Parr bottle. The bottle was pressurized to 50 psi with hydrogen and shaken overnight. The catalyst was removed by filtration through a pad of celite which was washed thoroughly with methanol (100 ml). Evaporation of the methanol and excess formaldehyde yielded N-methyl-trans-4-hydroxy-L-pr... Reaction SMILES: [Br:28][CH2:29][C:30]([C:31]([CH3:32])([CH3:33])[CH3:34])=[O:35].[CH3:36][N:37]([CH3:38])[CH:39]=[O:40].[CH3:43][CH2:44][O:45][C:46](=[O:47])[CH3:48].[H-:41].[Na+:42].[O:1]=[c:2]1[n:3]([CH2:13][c:14]2[cH:15][cH:16][c:17](-[c:20]3[c:21]([C:26]#[N:27])[cH:22][cH:23][cH:24][cH:25]3)[cH:18][cH:19]2)[c:4]([O:9][CH2:10][CH2:11][CH3:12])[cH:5][c:6](=[O:8])[nH:7]1>>[O:1]=[c:2]1[n:3]([CH2:13][c:14]2[cH:15][cH:16][c:17](-[c:20]3[c:21]([C:26]#[N:27])[cH:22][cH:23][cH:24][cH:25]3)[cH:18][cH:19]2)[c:4]([O:9][CH2:10][CH2:11][CH3:12])[cH:5][c:6](=[O:8])[n:7]1[CH2:29][C:30]([C:31]([CH3:32])([CH3:33])[CH3:34])=[O:35]. The reactants are CC(C)(C)C(=O)CBr, CN(C)C=O, CCOC(C)=O, [H-], [Na+], CCCOc1cc(=O)[nH]c(=O)n1Cc1ccc(-c2ccccc2C#N)cc1. Yields the product CCCOc1cc(=O)n(CC(=O)C(C)(C)C)c(=O)n1Cc1ccc(-c2ccccc2C#N)cc1. The reactants are ethyl acetate petroleum ether, C(C1=CC=CC=C1)(=O)C1=C(C2=C(S1)C=CC=C2)O (2-benzoyl-benzo[b]thiophen-3-ol), P(Cl)(Cl)(Cl)(Cl)Cl (phosphorus(V) chloride), C(C)(C)N (isopropylamine). The product is CC(C)N\C(=C\1/C(C2=C(S1)C=CC=C2)=O)\C2=CC=CC=C2 ((E)-2-{[(Methylethyl)amino]phenylmethylene}-benzo[b]thiophen-3-(2H)-one). Yield: 54.0%. RXN SMILES: [C:1]([C:9]1[S:13][C:12]2[CH:14]=[CH:15][CH:16]=[CH:17][C:11]=2[C:10]=1[OH:18])(=O)[C:2]1[CH:7]=[CH:6][CH:5]=[CH:4][CH:3]=1.P(Cl)(Cl)(Cl)(Cl)Cl.[CH:25]([NH2:28])([CH3:27])[CH3:26]>>[CH3:26][CH:25]([NH:28]/[C:1](/[C:2]1[CH:7]=[CH:6][CH:5]=[CH:4][CH:3]=1)=[C:9]1\[C:10](=[O:18])[C:11]2[CH:17]=[CH:16][CH:15]=[CH:14][C:12]=2[S:13]\1)[CH3:27]. Procedure details: Prepared as in Example 1 from 2-benzoyl-benzo[b]thiophen-3-ol, phosphorus(V) chloride and an aqueous 38.5% isopropylamine solution with a yield of 54% of theory. M.P. 112°-113° C. (ethyl acetate/petroleum ether 1:1). RXN SMILES: [CH2:1]([O:8][C:9]1[CH:17]=[CH:16][C:15]2[N:14]3[CH2:18][CH2:19][C:20](=O)[C:13]3=[CH:12][C:11]=2[CH:10]=1)[C:2]1[CH:7]=[CH:6][CH:5]=[CH:4][CH:3]=1.[C:22]([O:26][C:27](=[O:48])[CH:28]=P(C1C=CC=CC=1)(C1C=CC=CC=1)C1C=CC=CC=1)([CH3:25])([CH3:24])[CH3:23]>C1COCC1>[CH2:1]([O:8][C:9]1[CH:17]=[CH:16][C:15]2[N:14]3[CH2:18][CH2:19]/[C:20](=[CH:28]\[C:27]([O:26][C:22]([CH3:25])([CH3:24])[CH3:23])=[O:48])/[C:13]3=[CH:12][C:11]=2[CH:10]=1)[C:2]1[CH:3]=[CH:4][CH:5]=[CH:6][CH:7]=1. Run at time 24 hour. The reactants are C(C1=CC=CC=C1)OC1=CC=2C=C3N(C2C=C1)CCC3=O (7-(benzyloxy)-2,3-dihydro-1H-pyrrolo[1,2-a]indol-1-one), C(C)(C)(C)OC(C=P(C1=CC=CC=C1)(C1=CC=CC=C1)C1=CC=CC=C1)=O (tert-Butyl(triphenylphosphoranylidene)acetate), C(C)(C)(C)OC(C=P(C1=CC=CC=C1)(C1=CC=CC=C1)C1=CC=CC=C1)=O (tert-Butyl(triphenylphosphoranylidene)acetate). Yields the product C(C1=CC=CC=C1)OC1=CC=2C=C\3N(C2C=C1)CC/C3=C\C(=O)OC(C)(C)C ((E)-tert-butyl 2-(7-(benzyloxy)-2,3-dihydro-1H-pyrrolo[1,2-a]indol-1-ylidene)acetate). Run in C1CCOC1 (THF). Reported procedure: A mixture of 7-(benzyloxy)-2,3-dihydro-1H-pyrrolo[1,2-a]indol-1-one (20.0 g, 72.1 mmol) and tert-Butyl(triphenylphosphoranylidene)acetate (136 g, 361 mmol) in THF (700 mL) was heated at reflux for 4 days. Additional and tert-Butyl(triphenylphosphoranylidene)acetate (27.1 g, 72.1 mmol) was added and stiffing at reflux was continued for an additional 24 h. The mixture was cooled to room temperature and the solvent was removed under reduced pressure. Recrystallization from hot IPA gave (E)-tert-but... Starting materials: CCC(Oc1ccc2c(-c3ccco3)noc2c1Cl)C(=O)[O-], CCO, [Na+], [Na], [OH-]. The product is O=C(O)COc1ccc2c(-c3ccco3)noc2c1Cl. As a reaction SMILES: [CH2:1]([CH3:2])[CH:3]([C:4](=[O:5])[O-:6])[O:7][c:8]1[c:9]([Cl:22])[c:10]2[c:11]([c:12](-[c:15]3[o:16][cH:17][cH:18][cH:19]3)[n:13][o:14]2)[cH:20][cH:21]1.[CH2:26]([OH:27])[CH3:28].[Na+:24].[Na:25].[OH-:23]>>[CH2:3]([C:4](=[O:5])[OH:6])[O:7][c:8]1[c:9]([Cl:22])[c:10]2[c:11]([c:12](-[c:15]3[o:16][cH:17][cH:18][cH:19]3)[n:13][o:14]2)[cH:20][cH:21]1. The reactants are CCOC(=O)c1cn(CC)c2nc(OC)ccc2c1=O, O=[N+]([O-])O, O=S(=O)(O)O. Yields the product CCOC(=O)c1cn(CC)c2nc(OC)c([N+](=O)[O-])cc2c1=O. Reaction SMILES: [CH2:1]([CH3:2])[n:3]1[cH:4][c:5]([C:16](=[O:17])[O:18][CH2:19][CH3:20])[c:6](=[O:15])[c:7]2[cH:8][cH:9][c:10]([O:13][CH3:14])[n:11][c:12]12.[OH:21][N+:22]([O-:23])=[O:24].[S:25](=[O:26])(=[O:27])([OH:28])[OH:29]>>[CH2:1]([CH3:2])[n:3]1[cH:4][c:5]([C:16](=[O:17])[O:18][CH2:19][CH3:20])[c:6](=[O:15])[c:7]2[cH:8][c:9]([N+:22](=[O:21])[O-:23])[c:10]([O:13][CH3:14])[n:11][c:12]12. Starting materials: C(C)(C)(C)C1=CC=C(C=C1)S(=O)(=O)NC1=C(C(=NN1C)OCCOC1=NC=C(C=N1)[N+](=O)[O-])C1=CC=C(C=C1)C (4-(tert-butyl)-N-(1-methyl-4-(4-methylphenyl)-3-{2-[(5-nitro-2-pyrimidinyl)oxy]ethoxy}-1H-pyrazol-5-yl)benzenesulphonamide). Reagents/catalysts: [Pd] (palladium on carbon). Run in C(C)O (ethanol). Yields the product NC=1C=NC(=NC1)OCCOC1=NN(C(=C1C1=CC=C(C=C1)C)NS(=O)(=O)C1=CC=C(C=C1)C(C)(C)C)C (N-[3-{2-[(5-amino-2-pyrimidinyl)oxy]ethoxy}-1-methyl-4-(4-methylphenyl)-1H-pyrazol-5-yl]-4-(tert-butyl)benzenesulfonamide). The yield is 47.1%. As a reaction SMILES: [C:1]([C:5]1[CH:10]=[CH:9][C:8]([S:11]([NH:14][C:15]2[N:19]([CH3:20])[N:18]=[C:17]([O:21][CH2:22][CH2:23][O:24][C:25]3[N:30]=[CH:29][C:28]([N+:31]([O-])=O)=[CH:27][N:26]=3)[C:16]=2[C:34]2[CH:39]=[CH:38][C:37]([CH3:40])=[CH:36][CH:35]=2)(=[O:13])=[O:12])=[CH:7][CH:6]=1)([CH3:4])([CH3:3])[CH3:2]>C(O)C.[Pd]>[NH2:31][C:28]1[CH:29]=[N:30][C:25]([O:24][CH2:23][CH2:22][O:21][C:17]2[C:16]([C:34]3[CH:35]=[CH:36][C:37]([CH3:40])=[CH:38][CH:39]=3)=[C:15]([NH:14][S:11]([C:8]3[CH:7]=[CH:6][C:5]([C:1]([CH3:3])([CH3:2])[CH3:4])=[CH:10][CH:9]=3)(=[O:13])=[O:12])[N:19]([CH3:20])[N:18]=2)=[N:26][CH:27]=1. Reported procedure: A solution of 4-(tert-butyl)-N-(1-methyl-4-(4-methylphenyl)-3-{2-[(5-nitro-2-pyrimidinyl)oxy]ethoxy}-1H-pyrazol-5-yl)benzenesulfonamide (Example 36) (1276 mg) in ethanol (20 ml) was placed under an atmosphere of hydrogen at 50 psi for 12 hrs using palladium on carbon (5%) as catalyst. The catalyst was filtered through Celite (30 g), and washed with ethanol (3×10 ml). Concentration of the filtrate under reduced pressure afforded a yellow residue. The crude material was purified by column chromato... Starting materials: CC(=O)O, CN(Cc1ccncc1)c1nc(Cl)nc(NNC(=O)C(CC2CCCC2)CN(C=O)OC2CCCCO2)c1F, O. Yields the product CN(Cc1ccncc1)c1nc(Cl)nc(NNC(=O)C(CC2CCCC2)CN(O)C=O)c1F. As a reaction SMILES: [CH3:40][C:41](=[O:42])[OH:43].[Cl:1][c:2]1[n:3][c:4]([N:31]([CH2:32][c:33]2[cH:34][cH:35][n:36][cH:37][cH:38]2)[CH3:39])[c:5]([F:30])[c:6]([NH:8][NH:9][C:10]([CH:11]([CH2:12][N:13]([CH:14]=[O:15])[O:16][CH:17]2[CH2:18][CH2:19][CH2:20][CH2:21][O:22]2)[CH2:23][CH:24]2[CH2:25][CH2:26][CH2:27][CH2:28]2)=[O:29])[n:7]1.[OH2:44]>>[Cl:1][c:2]1[n:3][c:4]([N:31]([CH2:32][c:33]2[cH:34][cH:35][n:36][cH:37][cH:38]2)[CH3:39])[c:5]([F:30])[c:6]([NH:8][NH:9][C:10]([CH:11]([CH2:12][N:13]([CH:14]=[O:15])[OH:16])[CH2:23][CH:24]2[CH2:25][CH2:26][CH2:27][CH2:28]2)=[O:29])[n:7]1.